This data is from the Open Reaction Database (ORD), a public repository of structured organic reaction records. The task is: describe an organic reaction: reactants, conditions, products, and yield Product: CCCCS(=O)(=O)CCCCCCCCCCCNc1ccc(C(=O)O)cc1. The reactants are CCCCSCCCCCCCCCCCNc1ccc(C(=O)O)cc1, CO, [O-][I+3]([O-])([O-])[O-], [Na+], O. As a reaction SMILES: [CH2:1]([CH2:2][CH2:3][CH3:4])[S:5][CH2:6][CH2:7][CH2:8][CH2:9][CH2:10][CH2:11][CH2:12][CH2:13][CH2:14][CH2:15][CH2:16][NH:17][c:18]1[cH:19][cH:20][c:21]([C:22](=[O:23])[OH:24])[cH:25][cH:26]1.[CH3:34][OH:35].[I+3:27]([O-:28])([O-:29])([O-:30])[O-:31].[Na+:32].[OH2:33]>>[CH2:1]([CH2:2][CH2:3][CH3:4])[S:5]([CH2:6][CH2:7][CH2:8][CH2:9][CH2:10][CH2:11][CH2:12][CH2:13][CH2:14][CH2:15][CH2:16][NH:17][c:18]1[cH:19][cH:20][c:21]([C:22](=[O:23])[OH:24])[cH:25][cH:26]1)(=[O:28])=[O:33]. Yields the product COc1ccc(C2=NC(C)(C)CO2)c(-c2ccc(C(C)C)cc2)c1. The reactants are CC(C)c1ccc(Br)cc1, C1CCOC1, COc1ccc(C2=NC(C)(C)CO2)c(OC)c1, CCOCC, [Cl-], I, [Mg], [NH4+]. Reaction SMILES: [Br:3][c:4]1[cH:5][cH:6][c:7]([CH:10]([CH3:11])[CH3:12])[cH:8][cH:9]1.[CH2:37]1[O:38][CH2:39][CH2:40][CH2:41]1.[CH3:13][O:14][c:15]1[c:16]([C:23]2=[N:27][C:26]([CH3:28])([CH3:29])[CH2:25][O:24]2)[cH:17][cH:18][c:19]([O:21][CH3:22])[cH:20]1.[CH3:32][CH2:33][O:34][CH2:35][CH3:36].[Cl-:30].[I:2].[Mg:1].[NH4+:31]>>[c:4]1(-[c:15]2[c:16]([C:23]3=[N:27][C:26]([CH3:28])([CH3:29])[CH2:25][O:24]3)[cH:17][cH:18][c:19]([O:21][CH3:22])[cH:20]2)[cH:5][cH:6][c:7]([CH:10]([CH3:11])[CH3:12])[cH:8][cH:9]1. Reactants: [H][H] (hydrogen), FC1=C(C=C(C=C1)C(CCC(=O)O)=O)C (4-(4-fluoro-3 -methylphenyl)-4-oxobutanoic acid). Reagents/catalysts: [C].[Pd] (palladium-carbon). Run in CO (methanol). Conditions: temperature 50 celsius, time 3.5 hour. Yields the product FC1=C(C=C(C=C1)CCCC(=O)O)C (4-(4-fluoro-3 -methylphenyl)butanoic acid). Isolated yield 87.8%. Reaction SMILES: [F:1][C:2]1[CH:7]=[CH:6][C:5]([C:8](=O)[CH2:9][CH2:10][C:11]([OH:13])=[O:12])=[CH:4][C:3]=1[CH3:15].[H][H]>[C].[Pd].CO>[F:1][C:2]1[CH:7]=[CH:6][C:5]([CH2:8][CH2:9][CH2:10][C:11]([OH:13])=[O:12])=[CH:4][C:3]=1[CH3:15] |f:2.3|. Procedure: In a 50-ml autoclave, 1.0 g of 4-(4-fluoro-3 -methylphenyl)-4-oxobutanoic acid and 2.5 ml of methanol were charged, followed by the addition of 0.1 g of 10% palladium-carbon. After hydrogen pressure was increased to 30 kg/cm2 at room temperature, the resulting mixture was stirred at 50° C. for 3.5 hours. After the completion of the reaction, the reaction mixture was filtered, followed by washing with methanol. The filtrate was thereafter concentrated under reduced pressure. Water was added to th... The reactants are CC(C)(C)OC(=O)Cn1ccc2cc(C(=O)OCc3ccccc3)ccc21, CCO, [H][H]. Yields the product CC(C)(C)OC(=O)Cn1ccc2cc(C(=O)O)ccc21. RXN SMILES: [C:1]([CH3:2])([CH3:3])([CH3:4])[O:5][C:6](=[O:7])[CH2:8][n:9]1[cH:10][cH:11][c:12]2[cH:13][c:14]([C:18](=[O:19])[O:20][CH2:21][c:22]3[cH:23][cH:24][cH:25][cH:26][cH:27]3)[cH:15][cH:16][c:17]12.[CH3:30][CH2:31][OH:32].[H:28][H:29]>>[C:1]([CH3:2])([CH3:3])([CH3:4])[O:5][C:6](=[O:7])[CH2:8][n:9]1[cH:10][cH:11][c:12]2[cH:13][c:14]([C:18](=[O:19])[OH:20])[cH:15][cH:16][c:17]12. Reactants: FC=1C=C(C=CC1OC1=CC=NC2=CC(=C(C=C12)OC)OCCCN1CCOCC1)NC(=O)C1(CC1)C(=O)NC1=CC=C(C=C1)F (N-[3-fluoro-4-({6-(methyloxy)-7-[(3-morpholin-4-ylpropyl)oxy]quinolin-4-yl}oxy)phenyl]-N′-(4-fluorophenyl)cyclopropane-1,1-dicarboxamide), P(O)(O)(O)=O (Phosphoric acid). Solvent: CC(=O)C (acetone), O (water). Reaction conditions: temperature 22.5 celsius, time 1 hour. Yields the product P(=O)(O)(O)O.P(=O)(O)(O)O.FC=1C=C(C=CC1OC1=CC=NC2=CC(=C(C=C12)OC)OCCCN1CCOCC1)NC(=O)C1(CC1)C(=O)NC1=CC=C(C=C1)F (N-[3-fluoro-4-({6-(methyloxy)-7-[(3-morpholin-4-ylpropyl)oxy]quinolin-4-yl}oxy)phenyl]-N′-(4-fluorophenyl)cyclopropane-1,1-dicarboxamide bisphosphate). RXN SMILES: [F:1][C:2]1[CH:3]=[C:4]([NH:31][C:32]([C:34]2([C:37]([NH:39][C:40]3[CH:45]=[CH:44][C:43]([F:46])=[CH:42][CH:41]=3)=[O:38])[CH2:36][CH2:35]2)=[O:33])[CH:5]=[CH:6][C:7]=1[O:8][C:9]1[C:18]2[C:13](=[CH:14][C:15]([O:21][CH2:22][CH2:23][CH2:24][N:25]3[CH2:30][CH2:29][O:28][CH2:27][CH2:26]3)=[C:16]([O:19][CH3:20])[CH:17]=2)[N:12]=[CH:11][CH:10]=1.[P:47](=[O:51])([OH:50])([OH:49])[OH:48]>CC(C)=O.O>[P:47]([OH:51])([OH:50])([OH:49])=[O:48].[P:47]([OH:51])([OH:50])([OH:49])=[O:48].[F:1][C:2]1[CH:3]=[C:4]([NH:31][C:32]([C:34]2([C:37]([NH:39][C:40]3[CH:41]=[CH:42][C:43]([F:46])=[CH:44][CH:45]=3)=[O:38])[CH2:36][CH2:35]2)=[O:33])[CH:5]=[CH:6][C:7]=1[O:8][C:9]1[C:18]2[C:13](=[CH:14][C:15]([O:21][CH2:22][CH2:23][CH2:24][N:25]3[CH2:30][CH2:29][O:28][CH2:27][CH2:26]3)=[C:16]([O:19][CH3:20])[CH:17]=2)[N:12]=[CH:11][CH:10]=1 |f:4.5.6|. Reported procedure: N-[3-fluoro-4-({6-(methyloxy)-7-[(3-morpholin-4-ylpropyl)oxy]quinolin-4-yl}oxy)phenyl]-N′-(4-fluorophenyl)cyclopropane-1,1-dicarboxamide free base was dissolved in acetone (46.0 L) and water (12.0 L). Phosphoric acid (85%, 1.2 L) was added at a rate such that the batch temperature did not exceed 30° C. The batch was maintained at approximately 15-30° C. with stirring for 1 h during which time the product precipitated. The solids were collected by filtration, washed with acetone and dried at appr... Reactants: C1(=CC=CC=C1)C1(OCCO1)C(C)=[N+]=[N-] (2-phenyl-2-(1-diazoethyl)dioxolane), ether-pentane, ClCC([C@]1([C@@H](C[C@H]2[C@@H]3CCC4=CC(C=C[C@]4(C)[C@]3([C@H](C[C@]12C)O)F)=O)O)O)=O (21-Chloro-9-fluoro-11β,16α,17-trihydroxypregna-1,4-diene-3,20-dione). Run in CO (methanol). Run at temperature 0 celsius. The product is ClCC([C@]1([C@@H](C[C@H]2[C@@H]3CCC4=CC(C=C[C@]4(C)[C@]3([C@H](C[C@]12C)O)F)=O)OC(C)C(C1=CC=CC=C1)=O)O)=O (21-Chloro-9-fluoro-11β,17-dihydroxy-16α-[(3-oxo-3-phenylprop-2-yl)oxy]pregna-1,4-diene-3,20-dione). As a reaction SMILES: [C:1]1([C:7]2([C:12](=[N+]=[N-])[CH3:13])[O:11]CCO2)[CH:6]=[CH:5][CH:4]=[CH:3][CH:2]=1.[Cl:16][CH2:17][C:18](=[O:43])[C@:19]1([OH:42])[C@:36]2([CH3:37])[C@H:22]([C@H:23]3[C@:33]([F:39])([C@@H:34]([OH:38])[CH2:35]2)[C@:31]2([CH3:32])[C:26](=[CH:27][C:28](=[O:40])[CH:29]=[CH:30]2)[CH2:25][CH2:24]3)[CH2:21][C@H:20]1[OH:41]>CO>[Cl:16][CH2:17][C:18](=[O:43])[C@:19]1([OH:42])[C@:36]2([CH3:37])[C@H:22]([C@H:23]3[C@:33]([F:39])([C@@H:34]([OH:38])[CH2:35]2)[C@:31]2([CH3:32])[C:26](=[CH:27][C:28](=[O:40])[CH:29]=[CH:30]2)[CH2:25][CH2:24]3)[CH2:21][C@H:20]1[O:41][CH:12]([C:7](=[O:11])[C:1]1[CH:2]=[CH:3][CH:4]=[CH:5][CH:6]=1)[CH3:13]. Reported procedure: A solution of 2-phenyl-2-(1-diazoethyl)dioxolane in 3:2 ether-pentane is diluted with methanol and cooled to 0°C. 21-Chloro-9-fluoro-11β,16α,17-trihydroxypregna-1,4-diene-3,20-dione, 16,17-cycloborate is added in portions until nitrogen evolution ceases. The solvent is removed in vacuo. Reactants: BrCC=1C(=C(C(=CC1)Cl)OC=1C(=C(C#N)C=C(C1)Cl)Cl)F (3-{[3-(bromomethyl)-6-chloro-2-fluorophenyl]oxy}-2,5-dichlorobenzonitrile), [N-]=[N+]=[N-].[Na+] (sodium azide), O (Water). Run in CS(=O)C (DMSO). Reaction conditions: temperature 25 celsius, time 8 hour. Product: N(=[N+]=[N-])CC=1C(=C(C(=CC1)Cl)OC=1C(=C(C#N)C=C(C1)Cl)Cl)F (3-{[3-(azidomethyl)-6-chloro-2-fluorophenyl]oxy}-2,5-dichlorobenzonitrile). Isolated yield 95.8%. RXN SMILES: Br[CH2:2][C:3]1[C:4]([F:21])=[C:5]([O:10][C:11]2[C:12]([Cl:20])=[C:13]([CH:16]=[C:17]([Cl:19])[CH:18]=2)[C:14]#[N:15])[C:6]([Cl:9])=[CH:7][CH:8]=1.[N-:22]=[N+:23]=[N-:24].[Na+].O>CS(C)=O>[N:22]([CH2:2][C:3]1[C:4]([F:21])=[C:5]([O:10][C:11]2[C:12]([Cl:20])=[C:13]([CH:16]=[C:17]([Cl:19])[CH:18]=2)[C:14]#[N:15])[C:6]([Cl:9])=[CH:7][CH:8]=1)=[N+:23]=[N-:24] |f:1.2|. Reported procedure: 3-{[3-(bromomethyl)-6-chloro-2-fluorophenyl]oxy}-2,5-dichlorobenzonitrile (0.65 g, 1.587 mmol) and sodium azide (0.114 g, 1.746 mmol) were combined in DMSO (7 mL) and stirred overnight at 25° C. Water was added to the reaction mixture to give a white precipitate. The reaction mixture was stirred for 15 min at room temperature, filtered, washed with water, and air dried to give 3-{[3-(azidomethyl)-6-chloro-2-fluorophenyl]oxy}-2,5-dichlorobenzonitrile (0.565 g, 1.521 mmol, 96% yield) as a white so... Starting materials: C(C1=CC=CC=C1)N1C(N(C(C(=C1)C)=O)CCCNC1CCN(CC1)C1=C(C=C(C=C1)F)OC)=O (1-Benzyl-3-{3-[1-(4-fluoro-2-methoxyphenyl)piperidin-4-ylamino]propyl}-5-methyl-1H-pyrimidine-2,4-dione). The reagents and catalysts are [Pd] (palladium on carbon). Run in CO (methanol), C(=O)[O-].[NH4+] (ammonium formate). Product: FC1=CC(=C(C=C1)N1CCC(CC1)NCCCN1C(NC=C(C1=O)C)=O)OC (3-{3-[1-(4-fluoro-2-methoxyphenyl)piperidin-4-ylamino]propyl}-5-methyl-1H-pyrimidine-2,4-dione). RXN SMILES: C([N:8]1[CH:13]=[C:12]([CH3:14])[C:11](=[O:15])[N:10]([CH2:16][CH2:17][CH2:18][NH:19][CH:20]2[CH2:25][CH2:24][N:23]([C:26]3[CH:31]=[CH:30][C:29]([F:32])=[CH:28][C:27]=3[O:33][CH3:34])[CH2:22][CH2:21]2)[C:9]1=[O:35])C1C=CC=CC=1>CO.C([O-])=O.[NH4+].[Pd]>[F:32][C:29]1[CH:30]=[CH:31][C:26]([N:23]2[CH2:22][CH2:21][CH:20]([NH:19][CH2:18][CH2:17][CH2:16][N:10]3[C:11](=[O:15])[C:12]([CH3:14])=[CH:13][NH:8][C:9]3=[O:35])[CH2:25][CH2:24]2)=[C:27]([O:33][CH3:34])[CH:28]=1 |f:2.3|. Procedure: 1-Benzyl-3-{3-[1-(4-fluoro-2-methoxyphenyl)piperidin-4-ylamino]propyl}-5-methyl-1H-pyrimidine-2,4-dione (Example 8) (100 mg, 0.2 mmol) was dissolved in a methanol solution of ammonium formate (0.1 M, 20 mL), treated with 10% palladium on carbon (100 mg) and the reaction heated to reflux for 24 h. The reaction mixture was filtered through a pad of celite, the filtrate concentrated and purified by pressurized silica gel chromatography (97.5:2:0.5 dichloromethane:methanol:ammonium hydroxide) to pro...